From a dataset of the Open Reaction Database (ORD), a public repository of structured organic reaction records. describe an organic reaction: reactants, conditions, products, and yield Reactants: C(C)(=O)O (Acetic acid), C(C)(C)(C)OC(=O)N1[C@@H](CN([C@H](C1)CN1C(OCC1)=O)CC1=CC=CC=C1)C ((2R,5S)-4-benzyl-2-methyl-5-(2-oxo-oxazolidin-3-ylmethyl)-piperazine-1-carboxylic acid tert-butyl ester). The reagents and catalysts are [Pd] (Pd/C). The solvent is CCO (EtOH). The product is C(C)(=O)O.C(C)(C)(C)OC(=O)N1[C@@H](CN[C@H](C1)CN1C(OCC1)=O)C ((2R,5S)-2-Methyl-5-(2-oxo-oxazolidin-3-ylmethyl)-piperazine-1-carboxylic acid tert-butyl ester, acetate salt). As a reaction SMILES: [C:1]([OH:4])(=[O:3])[CH3:2].[C:5]([O:9][C:10]([N:12]1[CH2:17][C@H:16]([CH2:18][N:19]2[CH2:23][CH2:22][O:21][C:20]2=[O:24])[N:15](CC2C=CC=CC=2)[CH2:14][C@H:13]1[CH3:32])=[O:11])([CH3:8])([CH3:7])[CH3:6]>CCO.[Pd]>[C:1]([OH:4])(=[O:3])[CH3:2].[C:5]([O:9][C:10]([N:12]1[CH2:17][C@H:16]([CH2:18][N:19]2[CH2:23][CH2:22][O:21][C:20]2=[O:24])[NH:15][CH2:14][C@H:13]1[CH3:32])=[O:11])([CH3:8])([CH3:6])[CH3:7] |f:4.5|. Procedure details: Acetic acid (1.5 mL) and Pd/C (400 mg) were added to a solution of (2R,5S)-4-benzyl-2-methyl-5-(2-oxo-oxazolidin-3-ylmethyl)-piperazine-1-carboxylic acid tert-butyl ester (450 mg, 1.15 mmol) in EtOH (20 mL) and the resulting mixture was reacted under H2 (1 bar) for 3 h. The catalyst was removed by filtration through a plug of Celite and the solvent was removed in vacuo to give the title compound (530 mg) as a colourless gum. MS: [M+H]+=300.